From a dataset of the Open Reaction Database (ORD), a public repository of structured organic reaction records. describe an organic reaction: reactants, conditions, products, and yield The reactants are COc1ccc(-n2nc(C(F)(F)F)c3c2C(=O)N(c2ccc(C4(C=O)CC4)cc2)CC3)cc1, CCOCC, Cc1ccccc1. The product is COc1ccc(-n2nc(C(F)(F)F)c3c2C(=O)N(c2ccc(C4(C(C)O)CC4)cc2)CC3)cc1. Reaction SMILES: [CH3:1][O:2][c:3]1[cH:4][cH:5][c:6](-[n:9]2[n:10][c:11]([C:30]([F:31])([F:32])[F:33])[c:12]3[c:13]2[C:14](=[O:29])[N:15]([c:18]2[cH:19][cH:20][c:21]([C:24]4([CH:27]=[O:28])[CH2:25][CH2:26]4)[cH:22][cH:23]2)[CH2:16][CH2:17]3)[cH:7][cH:8]1.[CH3:34][CH2:35][O:36][CH2:37][CH3:38].[CH3:39][c:40]1[cH:41][cH:42][cH:43][cH:44][cH:45]1>>[CH3:1][O:2][c:3]1[cH:4][cH:5][c:6](-[n:9]2[n:10][c:11]([C:30]([F:31])([F:32])[F:33])[c:12]3[c:13]2[C:14](=[O:29])[N:15]([c:18]2[cH:19][cH:20][c:21]([C:24]4([CH:27]([OH:28])[CH3:34])[CH2:25][CH2:26]4)[cH:22][cH:23]2)[CH2:16][CH2:17]3)[cH:7][cH:8]1. The reactants are CN1C2CN(CC2C(O1)C)C(=O)OCC (ethyl 2,4-dimethyl-3-oxa-2,7-diazabicyclo[3.3.0]octane-7-carboxylate), Ba(OH)2, C(=O)([O-])[O-].[K+].[K+] (K2CO3). Run in O (water). The product is CN1C2CNCC2C(O1)C (2,4-Dimethyl-3-oxa-2,7-diazabicyclo[3.3.0]octane). Reaction SMILES: [CH3:1][N:2]1[O:9][CH:8]([CH3:10])[CH:7]2[CH:3]1[CH2:4][N:5](C(OCC)=O)[CH2:6]2.C([O-])([O-])=O.[K+].[K+]>O>[CH3:1][N:2]1[O:9][CH:8]([CH3:10])[CH:7]2[CH:3]1[CH2:4][NH:5][CH2:6]2 |f:1.2.3|. Reported procedure: 13.2 g (61.6 mmol) of ethyl 2,4-dimethyl-3-oxa-2,7-diazabicyclo[3.3.0]octane-7-carboxylate are heated under reflux with 39 g of Ba(OH)2.8HaO in 200 ml of water overnight. K2CO3 is added, the BaCO3 is filtered off with suction and the filtrate is extracted several times with CHCl3. The extract is dried over K2CO3 and concentrated and the residue is distilled. The reactants are CNC1CCCCC1C, CN1CCN(C)C1=O, CCOC(C)=O, Fc1cnc2[nH]ccc2c1Cl, Cl, O. The product is CC1CCCCC1N(C)c1c(F)cnc2[nH]ccc12. Reaction SMILES: [CH3:13][NH:14][CH:15]1[CH:16]([CH3:21])[CH2:17][CH2:18][CH2:19][CH2:20]1.[CH3:22][N:23]1[CH2:24][CH2:25][N:26]([CH3:27])[C:28]1=[O:29].[CH3:30][CH2:31][O:32][C:33]([CH3:34])=[O:35].[Cl:1][c:2]1[c:3]2[c:4]([n:5][cH:6][c:7]1[F:8])[nH:9][cH:10][cH:11]2.[ClH:12].[OH2:36]>>[c:2]1([N:14]([CH3:13])[CH:15]2[CH:16]([CH3:21])[CH2:17][CH2:18][CH2:19][CH2:20]2)[c:3]2[c:4]([n:5][cH:6][c:7]1[F:8])[nH:9][cH:10][cH:11]2.